describe an organic reaction: reactants, conditions, products, and yield From a dataset of the Open Reaction Database (ORD), a public repository of structured organic reaction records. Starting materials: O1C(=CC=C1)C(CCC(=O)C=1OC=CC1)=O (1,4-bis(2-furyl)-1,4-butanedione), C1=CC=CC1 (cyclopentadiene), C[O-].[Na+] (sodium methanolate). Solvent: CS(=O)C (DMSO), CO (methanol). Run at time 45 minute. Yields the product O1C(=CC=C1)C1=C2C=CCC2=C(C=C1)C=1OC=CC1 (4,7-Bis(2-furyl)indene). The yield is 28.6%. RXN SMILES: C[O-].[Na+].[O:4]1[CH:8]=[CH:7][CH:6]=[C:5]1[C:9](=O)[CH2:10][CH2:11][C:12]([C:14]1[O:15][CH:16]=[CH:17][CH:18]=1)=O.[CH:20]1[CH2:24][CH:23]=[CH:22][CH:21]=1>CO.CS(C)=O>[O:4]1[CH:8]=[CH:7][CH:6]=[C:5]1[C:9]1[CH:10]=[CH:11][C:12]([C:14]2[O:15][CH:16]=[CH:17][CH:18]=2)=[C:20]2[C:21]=1[CH:22]=[CH:23][CH2:24]2 |f:0.1|. Procedure details: 18.9 ml of a 30 percent strength solution of sodium methanolate (105 mmol) in methanol was initially introduced into the reaction vessel at 0° C, and a solution of 9.2 g (42.2 mmol) of 1,4-bis(2-furyl)-1,4-butanedione and 3.8 ml (46.2 mmol) of cyclopentadiene in DMSO were added dropwise in the course of 1 hour. After the mixture had been stirred at room temperature for 45 minutes it was poured onto ice-water and extracted with diethyl ether. After drying and evaporation, the residue was chromato... Conditions: temperature 0 celsius, time 1 hour. The product is C(C)(=O)NC=1C=C(C=C2CCCC(C12)=O)F (8-Acetylamino-6-fluoro-1-tetralone). As a reaction SMILES: [C:1]([NH:4][C:5]1[CH:14]=[C:13]([F:15])[CH:12]=[C:11]2[C:6]=1[CH2:7][CH2:8][CH2:9][CH2:10]2)(=[O:3])[CH3:2].S([O-])([O-])(=O)=[O:17].[Mg+2].[Mn]([O-])(=O)(=O)=O.[K+].C([C@]1(O)C2C=C3N(CC4C3=NC3C=CC(F)=C5C(N6C(=O)C7C(=CC=CC=7)C6=O)CCC=4C=35)C(=O)C=2COC1=O)C>CC(C)=O.O>[C:1]([NH:4][C:5]1[CH:14]=[C:13]([F:15])[CH:12]=[C:11]2[C:6]=1[C:7](=[O:17])[CH2:8][CH2:9][CH2:10]2)(=[O:3])[CH3:2] |f:1.2,3.4|. The solvent is CC(=O)C (acetone), O (water). Procedure details: To a solution of the compound obtained in (6) above (9.46 gm) in 420 ml of acetone was added 42 ml of 15% aqueous solution of magnesium sulfate. After cooling to 0° C., 21.7 gm of potassium permanganate was added to the mixture, a bit at a time. The mixture was stirred for 50 minutes at 0° C. and for 1 hour at room temperature. Upon addition of 11 of water, the reaction product was extracted 3 times with chloroform. The chloroform layer was washed with water and saturated brine in this order, an... The reactants are [Mn](=O)(=O)(=O)[O-].[K+] (potassium permanganate), C(C)(=O)NC1=C2CCCCC2=CC(=C1)F (5-Acetylamino-7-fluoro-1,2,3,4-tetrahydronaphthalene), aqueous solution, S(=O)(=O)([O-])[O-].[Mg+2] (magnesium sulfate), C(C)[C@]1(C(OCC=2C(N3CC=4C(=NC=5C=CC(=C6C5C4CCC6N6C(C4=CC=CC=C4C6=O)=O)F)C3=CC21)=O)=O)O ((9S)-9-Ethyl-4-fluoro-2,3-dihydro-9-hydroxy-3-(1,3-dioxoisoindolin-2-yl)-1H,12H-benzo[de]pyrano[3',4':6,7]indolizino[1,2-b]quinoline-10,13(9H,15H)-dione). The reactants are solution, [H-] (hydride), COC([C@H](O[Si](C)(C)C(C)(C)C)C1=CC(=CC=C1)Cl)=O ((R)-(3-chloro-phenyl)-(tert-butyl-dimethyl-silanoxy)-acetic acid methyl ester). Run in C1(=CC=CC=C1)C (toluene), CCOCC (ether). The product is ClC=1C=C(C=CC1)[C@H](C=O)O[Si](C)(C)C(C)(C)C ((R)-(3-chloro-phenyl)-(tert-butyl-dimethyl-silanoxy)-acetaldehyde). Isolated yield 85.7%. Reaction SMILES: C[O:2][C:3](=O)[C@@H:4]([C:13]1[CH:18]=[CH:17][CH:16]=[C:15]([Cl:19])[CH:14]=1)[O:5][Si:6]([C:9]([CH3:12])([CH3:11])[CH3:10])([CH3:8])[CH3:7].[H-]>CCOCC.C1(C)C=CC=CC=1>[Cl:19][C:15]1[CH:14]=[C:13]([C@@H:4]([O:5][Si:6]([C:9]([CH3:12])([CH3:11])[CH3:10])([CH3:7])[CH3:8])[CH:3]=[O:2])[CH:18]=[CH:17][CH:16]=1. Reported procedure: To a stirred solution of (R)-(3-chloro-phenyl)-(tert-butyl-dimethyl-silanoxy)-acetic acid methyl ester (4.0 g) in anhydrous ether (10 ml) and maintained at <-65° was added dropwise a 1.5M solution of di-isobututylaluminium hydride in toluene (10 ml). When addition was complete the solution was stirred at -65° for a further hour, then quenched with methanol (10 ml). The mixture was allowed to attain room temperature when silica (20 g) was added. Solvent was removed under reduced pressure, and the... Reactants: C(C1=CC=CC=C1)N1CCC(CC1)O (1-benzyl-4-hydroxypiperidine), FC=1C=C(C=C(C1)F)O (3,5-difluorophenol). Yields the product C(C1=CC=CC=C1)N1CCC(CC1)OC1=CC(=CC(=C1)F)F (1-Benzyl-4-(3,5-difluorophenoxy)piperidine). As a reaction SMILES: [CH2:1]([N:8]1[CH2:13][CH2:12][CH:11]([OH:14])[CH2:10][CH2:9]1)[C:2]1[CH:7]=[CH:6][CH:5]=[CH:4][CH:3]=1.[F:15][C:16]1[CH:17]=[C:18](O)[CH:19]=[C:20]([F:22])[CH:21]=1>>[CH2:1]([N:8]1[CH2:13][CH2:12][CH:11]([O:14][C:18]2[CH:17]=[C:16]([F:15])[CH:21]=[C:20]([F:22])[CH:19]=2)[CH2:10][CH2:9]1)[C:2]1[CH:3]=[CH:4][CH:5]=[CH:6][CH:7]=1. Procedure details: The title compound was prepared from 1-benzyl-4-hydroxypiperidine and 3,5-difluorophenol, using the same method as that described for preparation 43. The crude compound was purified by column chromatography on silica gel, eluting with dichloromethane:methanol, 95:5, to afford the desired product in 63% yield. LRMS APCI m/z 304 [M+H]+ Starting materials: CCOC(=O)CSc1cnc(N)s1, CC1CCC(N(CCCc2cccc(Cl)c2)C(=O)Nc2ncc(SCC(=O)O)s2)CC1, O=C(O)CCc1c[nH]c2ccccc12. Product: CC1CCC(N(CCCc2c[nH]c3ccccc23)C(=O)Nc2ncc(SCC(=O)O)s2)CC1. RXN SMILES: [CH2:32]([O:33][C:34](=[O:35])[CH2:36][S:37][c:38]1[s:39][c:40]([NH2:41])[n:42][cH:43]1)[CH3:44].[Cl:1][c:2]1[cH:3][c:4]([CH2:8][CH2:9][CH2:10][N:11]([C:12]([NH:13][c:14]2[s:15][c:16]([S:19][CH2:20][C:21](=[O:22])[OH:23])[cH:17][n:18]2)=[O:24])[CH:25]2[CH2:26][CH2:27][CH:28]([CH3:31])[CH2:29][CH2:30]2)[cH:5][cH:6][cH:7]1.[nH:45]1[cH:46][c:47]([CH2:54][CH2:55][C:56]([OH:57])=[O:58])[c:48]2[cH:49][cH:50][cH:51][cH:52][c:53]12>>[CH2:8]([CH2:9][CH2:10][N:11]([C:12]([NH:13][c:14]1[s:15][c:16]([S:19][CH2:20][C:21](=[O:22])[OH:23])[cH:17][n:18]1)=[O:24])[CH:25]1[CH2:26][CH2:27][CH:28]([CH3:31])[CH2:29][CH2:30]1)[c:47]1[cH:46][nH:45][c:53]2[c:48]1[cH:49][cH:50][cH:51][cH:52]2. Reactants: Br, CCOCC, O=N[O-], CC(C)CC(N)C(=O)O, [Na+], O. The product is CC(C)CC(Br)C(=O)O. Reaction SMILES: [BrH:14].[CH3:16][CH2:17][O:18][CH2:19][CH3:20].[N:1]([O-:2])=[O:3].[NH2:5][CH:6]([CH2:7][CH:8]([CH3:9])[CH3:10])[C:11](=[O:12])[OH:13].[Na+:4].[OH2:15]>>[CH:6]([CH2:7][CH:8]([CH3:9])[CH3:10])([C:11](=[O:12])[OH:13])[Br:14]. The reactants are C(C)(C)(C)OC(=O)N1CCN(CC1)C1=NC=C(C=C1)Br (4-(5-bromopyridin-2-yl)piperazine-1-carboxylic acid tert-butyl ester), P(=O)([O-])([O-])[O-].[K+].[K+].[K+] (tripotassium phosphate), C1(CC1)B(O)O (cyclopropylboronic acid), C(O)([O-])=O.[Na+] (sodium hydrogen carbonate). The reagents and catalysts are C1CCC(CC1)P(C2CCCCC2)C3CCCCC3.C1CCC(CC1)P(C2CCCCC2)C3CCCCC3.[Cl-].[Cl-].[Pd+2] (bis(tricyclohexylphosphine)palladium (II) dichloride). Solvent: C(C)(=O)OCC (ethyl acetate), O (water), C1(=CC=CC=C1)C (toluene). The product is C(C)(C)(C)OC(=O)N1CCN(CC1)C1=NC=C(C=C1)C1CC1 (4-(5-cyclopropylpyridin-2-yl)piperazine-1-carboxylic acid tert-butyl ester). The yield is 71.6%. RXN SMILES: [C:1]([O:5][C:6]([N:8]1[CH2:13][CH2:12][N:11]([C:14]2[CH:19]=[CH:18][C:17](Br)=[CH:16][N:15]=2)[CH2:10][CH2:9]1)=[O:7])([CH3:4])([CH3:3])[CH3:2].P([O-])([O-])([O-])=O.[K+].[K+].[K+].[CH:29]1(B(O)O)[CH2:31][CH2:30]1.C(=O)([O-])O.[Na+]>C1CCC(P(C2CCCCC2)C2CCCCC2)CC1.C1CCC(P(C2CCCCC2)C2CCCCC2)CC1.[Cl-].[Cl-].[Pd+2].C(OCC)(=O)C.O.C1(C)C=CC=CC=1>[C:1]([O:5][C:6]([N:8]1[CH2:13][CH2:12][N:11]([C:14]2[CH:19]=[CH:18][C:17]([CH:29]3[CH2:31][CH2:30]3)=[CH:16][N:15]=2)[CH2:10][CH2:9]1)=[O:7])([CH3:4])([CH3:3])[CH3:2] |f:1.2.3.4,6.7,8.9.10.11.12|. Procedure: To a mixture of 4-(5-bromopyridin-2-yl)piperazine-1-carboxylic acid tert-butyl ester (5.37 g), bis(tricyclohexylphosphine)palladium (II) dichloride (347 mg), tripotassium phosphate (9.99 g) and cyclopropylboronic acid (2.02 g) were added toluene (49 mL) and water (2.5 mL), and the mixture was refluxed. After cooling, ethyl acetate and saturated aqueous sodium hydrogen carbonate solution were added, and the mixture was extracted with ethyl acetate. The organic layer was washed with saturated brin... The reactants are N#Cc1ccc(Br)cc1F, [H-], [Na+], [Na+], CN(C)C=O, [OH-], Sc1ccccc1. Yields the product N#Cc1ccc(Br)cc1Sc1ccccc1. As a reaction SMILES: [Br:10][c:11]1[cH:12][c:13]([F:19])[c:14]([C:15]#[N:16])[cH:17][cH:18]1.[H-:1].[Na+:21].[Na+:2].[O:22]=[CH:23][N:24]([CH3:25])[CH3:26].[OH-:20].[SH:3][c:4]1[cH:5][cH:6][cH:7][cH:8][cH:9]1>>[S:3]([c:4]1[cH:5][cH:6][cH:7][cH:8][cH:9]1)[c:13]1[cH:12][c:11]([Br:10])[cH:18][cH:17][c:14]1[C:15]#[N:16]. Starting materials: [Cl-].[NH4+] (ammonium chloride), C(CCC)[Li] (n-butyl lithium), CCCCCC (n-hexane), CC(C#C/C=C/CN(C)CC1=CC(=CC(=C1)C(=C)C)Br)(C)C (trans-N-(6,6-dimethyl-2-hepten-4-ynyl)-N-methyl-(3-bromo-5-isopropenylbenzyl)amine), O1CCCC1 (tetrahydrofuran). Run in CC(=O)C (acetone). Reaction conditions: temperature -78 celsius, time 10 minute. The product is C(=C)(C)C=1C=C(C=C(C1)CN(C)CC1=CC=C(C=C1)C(C)(C)C)C(C)(C)O (2-[3-Isopropenyl-5-{N-(4-tert-butylbenzyl)-N-methylaminomethyl}phenyl]-2-propanol). Yield: 37.0%. RXN SMILES: [CH3:1][C:2]([CH3:22])([CH3:21])[C:3]#[C:4]/[CH:5]=[CH:6]/[CH2:7][N:8]([CH2:10][C:11]1[CH:16]=[C:15]([C:17]([CH3:19])=[CH2:18])[CH:14]=[C:13](Br)[CH:12]=1)[CH3:9].[CH2:23]([Li])[CH2:24][CH2:25]C.CCCC[CH2:32][CH3:33].[Cl-].[NH4+].[O:36]1CCCC1>CC(C)=O>[C:17]([C:15]1[CH:14]=[C:13]([C:24]([OH:36])([CH3:23])[CH3:25])[CH:12]=[C:11]([CH2:10][N:8]([CH2:7][C:6]2[CH:33]=[CH:32][C:3]([C:2]([CH3:22])([CH3:21])[CH3:1])=[CH:4][CH:5]=2)[CH3:9])[CH:16]=1)([CH3:19])=[CH2:18] |f:3.4|. Reported procedure: Compound 67 (0.80 g; 2.07 mmol) was dissolved in tetrahydrofuran (15 ml). While the solution was stirred at −78° C. under nitrogen atmosphere, n-butyl lithium in n-hexane (1.63 M: 1.3 ml; 2.1 mmol) was slowly added dropwise. After 10 minutes, acetone (0.5 ml) was added dropwise thereto, and the mixture was gradually brought to room temperature. Reaction was stopped by dropwise addition of saturated aqueous ammonium chloride solution, and the mixture was extracted with diethyl ether (100 ml). The...